From a dataset of the Open Reaction Database (ORD), a public repository of structured organic reaction records. describe an organic reaction: reactants, conditions, products, and yield The reactants are C(OC)(OC)OC (Trimethyl orthoformate), [BH4-] (borohydride), FC1=C(C=O)C=CC(=C1)F (2,4-Difluorbenzaldehyde), C(CC)N (Propylamine). The solvent is C(C)(=O)O (acetic acid), CO (methanol), C(Cl)Cl (DCM). Run at time 1 hour. Yields the product FC1=C(CNCCC)C=CC(=C1)F (N-(2,4-difluorobenzyl)-N-propylamine). Isolated yield 71.0%. Reaction SMILES: [F:1][C:2]1[CH:9]=[C:8]([F:10])[CH:7]=[CH:6][C:3]=1[CH:4]=O.C(OC)(OC)OC.[CH2:18]([NH2:21])[CH2:19][CH3:20].[BH4-]>CO.C(Cl)Cl.C(O)(=O)C>[F:1][C:2]1[CH:9]=[C:8]([F:10])[CH:7]=[CH:6][C:3]=1[CH2:4][NH:21][CH2:18][CH2:19][CH3:20]. Reported procedure: 2,4-Difluorbenzaldehyde (1.003 g, 7.055 mmol) was dissolved in methanol (5 ml). Trimethyl orthoformate (5 ml) was added. Propylamine (401 mg, 6.784 mmol) was then added and followed by acetic acid (0.2 ml). After 1 hour, DCM (5 ml) was added and followed by borohydride polymer-supported (2.5 mmol/g, 5.42 g, 13.55 mmol). The mixture was shaken at room temperature for 4 days and then filtered. The filtrate was evaporated. The residue was dissolved in acetonitrile, then divided into two portions an... The reactants are CCCCCC, CCOC(C)=O, Cc1cc([N+](=O)[O-])c(OC(C)C)cc1C1=CCC2(CC1)OCCO2, ClCCl, O=C(O)C(F)(F)F. Yields the product Cc1cc([N+](=O)[O-])c(OC(C)C)cc1C1=CCC(=O)CC1. Reaction SMILES: [CH3:25][CH2:26][CH2:27][CH2:28][CH2:29][CH3:30].[CH3:31][CH2:32][O:33][C:34]([CH3:35])=[O:36].[CH:1]([CH3:2])([CH3:3])[O:4][c:5]1[c:6]([N+:22](=[O:23])[O-:24])[cH:7][c:8]([CH3:21])[c:9]([C:11]2=[CH:12][CH2:13][C:14]3([O:15][CH2:18][CH2:17][O:16]3)[CH2:19][CH2:20]2)[cH:10]1.[Cl:44][CH2:45][Cl:46].[F:37][C:38]([F:39])([F:40])[C:41]([OH:42])=[O:43]>>[CH:1]([CH3:2])([CH3:3])[O:4][c:5]1[c:6]([N+:22](=[O:23])[O-:24])[cH:7][c:8]([CH3:21])[c:9]([C:11]2=[CH:12][CH2:13][C:14](=[O:15])[CH2:19][CH2:20]2)[cH:10]1. Starting materials: CN(C)C=O, ClCCl, O=C(Cl)C(=O)Cl, O, O=C(O)c1ccc[nH]1, c1ccncc1, Nc1ccc(-c2ccncc2)cc1. Product: O=C(Nc1ccc(-c2ccncc2)cc1)c1ccc[nH]1. As a reaction SMILES: [CH3:15][N:16]([CH3:17])[CH:18]=[O:19].[Cl:33][CH2:34][Cl:35].[Cl:9][C:10]([C:11]([Cl:12])=[O:13])=[O:14].[OH2:36].[OH:1][C:2](=[O:3])[c:4]1[cH:5][cH:6][cH:7][nH:8]1.[cH:37]1[cH:38][cH:39][n:40][cH:41][cH:42]1.[n:20]1[cH:21][cH:22][c:23](-[c:26]2[cH:27][cH:28][c:29]([NH2:32])[cH:30][cH:31]2)[cH:24][cH:25]1>>[C:2](=[O:3])([c:4]1[cH:5][cH:6][cH:7][nH:8]1)[NH:32][c:29]1[cH:28][cH:27][c:26](-[c:23]2[cH:22][cH:21][n:20][cH:25][cH:24]2)[cH:31][cH:30]1. The reactants are CC(C)C(=O)Nc1cccc(C2CCNCC2)c1, CC(CCl)COc1ccc(F)cc1. Product: CC(COc1ccc(F)cc1)CN1CCC(c2cccc(NC(=O)C(C)C)c2)CC1. RXN SMILES: [CH3:14][CH:15]([C:16](=[O:17])[NH:18][c:19]1[cH:20][c:21]([CH:25]2[CH2:26][CH2:27][NH:28][CH2:29][CH2:30]2)[cH:22][cH:23][cH:24]1)[CH3:31].[Cl:1][CH2:2][CH:3]([CH2:4][O:5][c:6]1[cH:7][cH:8][c:9]([F:12])[cH:10][cH:11]1)[CH3:13]>>[CH2:2]([CH:3]([CH2:4][O:5][c:6]1[cH:7][cH:8][c:9]([F:12])[cH:10][cH:11]1)[CH3:13])[N:28]1[CH2:27][CH2:26][CH:25]([c:21]2[cH:20][c:19]([NH:18][C:16]([CH:15]([CH3:14])[CH3:31])=[O:17])[cH:24][cH:23][cH:22]2)[CH2:30][CH2:29]1. Reactants: O=C(O)c1cc(F)cc(N2CCCCCC2)c1, Nc1ccc(OCCN2CCOCC2)c2ccccc12. Product: O=C(Nc1ccc(OCCN2CCOCC2)c2ccccc12)c1cc(F)cc(N2CCCCCC2)c1. Reaction SMILES: [F:21][c:22]1[cH:23][c:24]([C:25](=[O:26])[OH:27])[cH:28][c:29]([N:31]2[CH2:32][CH2:33][CH2:34][CH2:35][CH2:36][CH2:37]2)[cH:30]1.[O:1]1[CH2:2][CH2:3][N:4]([CH2:7][CH2:8][O:9][c:10]2[cH:11][cH:12][c:13]([NH2:20])[c:14]3[cH:15][cH:16][cH:17][cH:18][c:19]23)[CH2:5][CH2:6]1>>[O:1]1[CH2:2][CH2:3][N:4]([CH2:7][CH2:8][O:9][c:10]2[cH:11][cH:12][c:13]([NH:20][C:25]([c:24]3[cH:23][c:22]([F:21])[cH:30][c:29]([N:31]4[CH2:32][CH2:33][CH2:34][CH2:35][CH2:36][CH2:37]4)[cH:28]3)=[O:26])[c:14]3[cH:15][cH:16][cH:17][cH:18][c:19]23)[CH2:5][CH2:6]1. Starting materials: C1=C(C=CC2=CC=CC=C12)CC=1OC(=CN1)C=1C=C2C=CC(=CC2=CC1)OCC(=O)OC (methyl ({6-[2-(2-naphthylmethyl)-1,3-oxazol-5-yl]-2-naphthyl}oxy)acetate), [OH-].[Na+] (NaOH), Cl (HCl). Run in C1CCOC1 (THF), CO (methanol), O (H2O). Product: C1=C(C=CC2=CC=CC=C12)CC=1OC(=CN1)C=1C=C2C=CC(=CC2=CC1)OCC(=O)O (({6-[2-(2-Naphthylmethyl)-1,3-oxazol-5-yl]-2-naphthyl}oxy)acetic acid). The yield is 98.7%. As a reaction SMILES: [CH:1]1[C:10]2[C:5](=[CH:6][CH:7]=[CH:8][CH:9]=2)[CH:4]=[CH:3][C:2]=1[CH2:11][C:12]1[O:13][C:14]([C:17]2[CH:18]=[C:19]3[C:24](=[CH:25][CH:26]=2)[CH:23]=[C:22]([O:27][CH2:28][C:29]([O:31]C)=[O:30])[CH:21]=[CH:20]3)=[CH:15][N:16]=1.[OH-].[Na+].Cl>C1COCC1.CO.O>[CH:1]1[C:10]2[C:5](=[CH:6][CH:7]=[CH:8][CH:9]=2)[CH:4]=[CH:3][C:2]=1[CH2:11][C:12]1[O:13][C:14]([C:17]2[CH:18]=[C:19]3[C:24](=[CH:25][CH:26]=2)[CH:23]=[C:22]([O:27][CH2:28][C:29]([OH:31])=[O:30])[CH:21]=[CH:20]3)=[CH:15][N:16]=1 |f:1.2|. Reported procedure: A mixture of methyl ({6-[2-(2-naphthylmethyl)-1,3-oxazol-5-yl]-2-naphthyl}oxy)acetate (184 mg, 0.433 mmol), prepared in the previous step, and 1N NaOH (650 μL, 0.65 mmol) in 10 mL of THF, 10 mL of methanol and 5 mL of H2O was refluxed for 2 h. The reaction was acidified by the addition of 700 μL of 1N HCl and then concentrated under reduced pressure to remove the THF and methanol. The white solid that formed was collected by filtration, rinsed with water and dried under reduced pressure to give ... The reactants are FC1=CC=C(C=C1)N1N=CC2=C1C=C1CCN(C[C@]1(C2)C(O)C2=NC=CC=C2)S(=O)(=O)C2=CC=C(C=C2)C(F)(F)F ((R)-(1-(4-fluorophenyl)-6-((4-(trifluoromethyl)phenyl)sulfonyl)-4,4a,5,6,7,8-hexahydro-1H-pyrazolo[3,4-g]isoquinolin-4a-yl)(pyridin-2-yl)-(R/S)-methanol), CC(=O)OI1(C2=CC=CC=C2C(=O)O1)(OC(=O)C)OC(=O)C (1,1,1-triacetoxy-1,1-dihydro-1,2-benziodoxol-3(1H)-one), C(O)([O-])=O.[Na+] (sodium hydrogen carbonate). Run in ClCCl (dichloromethane), ClCCl (dichloromethane). Reaction conditions: time 1 hour. The product is FC1=CC=C(C=C1)N1N=CC2=C1C=C1CCN(C[C@]1(C2)C(=O)C2=NC=CC=C2)S(=O)(=O)C2=CC=C(C=C2)C(F)(F)F ((R)-(1-(4-fluorophenyl)-6-((4-(trifluoromethyl)phenyl)sulfonyl)-4,4a,5,6,7,8-hexahydro-1H-pyrazolo[3,4-g]isoquinolin-4a-yl)(pyridin-2-yl)methanone). Isolated yield 71.3%. RXN SMILES: [F:1][C:2]1[CH:7]=[CH:6][C:5]([N:8]2[C:12]3[CH:13]=[C:14]4[C@:19]([CH:21]([C:23]5[CH:28]=[CH:27][CH:26]=[CH:25][N:24]=5)[OH:22])([CH2:20][C:11]=3[CH:10]=[N:9]2)[CH2:18][N:17]([S:29]([C:32]2[CH:37]=[CH:36][C:35]([C:38]([F:41])([F:40])[F:39])=[CH:34][CH:33]=2)(=[O:31])=[O:30])[CH2:16][CH2:15]4)=[CH:4][CH:3]=1.CC(OI1(OC(C)=O)(OC(C)=O)OC(=O)C2C1=CC=CC=2)=O.C(=O)([O-])O.[Na+]>ClCCl>[F:1][C:2]1[CH:3]=[CH:4][C:5]([N:8]2[C:12]3[CH:13]=[C:14]4[C@:19]([C:21]([C:23]5[CH:28]=[CH:27][CH:26]=[CH:25][N:24]=5)=[O:22])([CH2:20][C:11]=3[CH:10]=[N:9]2)[CH2:18][N:17]([S:29]([C:32]2[CH:33]=[CH:34][C:35]([C:38]([F:40])([F:39])[F:41])=[CH:36][CH:37]=2)(=[O:30])=[O:31])[CH2:16][CH2:15]4)=[CH:6][CH:7]=1 |f:2.3|. Reported procedure: A solution of (R)-(1-(4-fluorophenyl)-6-((4-(trifluoromethyl)phenyl)sulfonyl)-4,4a,5,6,7,8-hexahydro-1H-pyrazolo[3,4-g]isoquinolin-4a-yl)(pyridin-2-yl)-(R/S)-methanol (3.1 g, 5.3 mmol) in dry dichloromethane (25 mL) was treated with 1,1,1-triacetoxy-1,1-dihydro-1,2-benziodoxol-3(1H)-one (3.2 g, 7.54 mmol; Dess-Martin periodinane) and the reaction mixture stirred for 1 hour at room temperature. The reaction mixture was cooled and treated with saturated sodium hydrogen carbonate solution (125 mL) ... Reactants: COCCO[AlH2-]OCCOC.[Na+] (Red-Al), N1C(=NC2=C1C=CC=C2)CCCN(C(CC2(C1C=C(C(C2)CC1)C=1SC=CC1)O)=O)C (rac-(1R*,2R*,4R*)-N-[3-(1H-benzoimidazol-2-yl)-propyl]-2-(2-hydroxy-5-thiophen-2-yl-bicyclo[2.2.2]oct-5-en-2-yl)-N-methyl-acetamide), [OH-].[Na+] (NaOH). Run in C1(=CC=CC=C1)C (toluene). Run at temperature 0 celsius, time 30 minute. Yields the product N1C(=NC2=C1C=CC=C2)CCCN(CCC2(C1C=C(C(C2)CC1)C=1SC=CC1)O)C (rac-(1R*,2R*,4R*)-2-(2-{[3-(1H-benzoimidazol-2-yl)-propyl]-methyl-amino}-ethyl)-5-thiophen-2-yl-bicyclo[2.2.2]oct-5-en-2-ol). The yield is 79.7%. As a reaction SMILES: COCCO[AlH2-]OCCOC.[Na+].[NH:13]1[C:17]2[CH:18]=[CH:19][CH:20]=[CH:21][C:16]=2[N:15]=[C:14]1[CH2:22][CH2:23][CH2:24][N:25]([CH3:43])[C:26](=O)[CH2:27][C:28]1([OH:41])[CH2:33][CH:32]2[CH2:34][CH2:35][CH:29]1[CH:30]=[C:31]2[C:36]1[S:37][CH:38]=[CH:39][CH:40]=1.[OH-].[Na+]>C1(C)C=CC=CC=1>[NH:13]1[C:17]2[CH:18]=[CH:19][CH:20]=[CH:21][C:16]=2[N:15]=[C:14]1[CH2:22][CH2:23][CH2:24][N:25]([CH3:43])[CH2:26][CH2:27][C:28]1([OH:41])[CH2:33][CH:32]2[CH2:34][CH2:35][CH:29]1[CH:30]=[C:31]2[C:36]1[S:37][CH:38]=[CH:39][CH:40]=1 |f:0.1,3.4|. Procedure: 0.196 mL of a Red-Al solution (65% in toluene) was added dropwise at 0° C. to a solution of 70 mg of rac-(1R*,2R*,4R*)-N-[3-(1H-benzoimidazol-2-yl)-propyl]-2-(2-hydroxy-5-thiophen-2-yl-bicyclo[2.2.2]oct-5-en-2-yl)-N-methyl-acetamide in toluene (0.8 mL). The reaction mixture was stirred for 30 min at 0° C. then the temperature was allowed to increase to rt for 3.5 h. The mixture was carefully poured onto a mixture of 1M-NaOH (6.1 mL) and ice. The mixture was stirred for 5 min until rt and extract... Reactants: CCOCC, COC(C)(C)CCC1CC(=O)C=C(C)C1, Cl, [Cu]I, [Li]C, C1CCOC1. Product: COC(C)(C)CCC1CC(=O)CC(C)(C)C1. Reaction SMILES: [CH3:24][CH2:25][O:26][CH2:27][CH3:28].[CH3:3][O:4][C:5]([CH2:6][CH2:7][CH:8]1[CH2:9][C:10](=[O:15])[CH:11]=[C:12]([CH3:14])[CH2:13]1)([CH3:16])[CH3:17].[ClH:18].[Cu:29][I:30].[Li:1][CH3:2].[O:19]1[CH2:20][CH2:21][CH2:22][CH2:23]1>>[CH3:2][C:12]1([CH3:14])[CH2:11][C:10](=[O:15])[CH2:9][CH:8]([CH2:7][CH2:6][C:5]([O:4][CH3:3])([CH3:16])[CH3:17])[CH2:13]1. Starting materials: COC=1C=CC=C2CC[C@@H](CC12)N(CCC=1SC=CC1)CCC ((S)—N-(8-methoxytetralin-2-yl)-N-propyl-N-[2-(2-thienyl)ethyl]amine), CN(CC)C (dimethylethylamine), compound 1b. Solvent: CCCCCC.C(C)(=O)OCC (hexane ethyl acetate). The product is OC=1C=CC=C2CC[C@@H](CC12)N(CCC=1SC=CC1)CCC ((S)—N-(8-Hydroxytetralin-2-yl)-N-propyl-N-[2-(2-thienyl)ethyl]amine). As a reaction SMILES: C[O:2][C:3]1[CH:4]=[CH:5][CH:6]=[C:7]2[C:12]=1[CH2:11][C@@H:10]([N:13]([CH2:21][CH2:22][CH3:23])[CH2:14][CH2:15][C:16]1[S:17][CH:18]=[CH:19][CH:20]=1)[CH2:9][CH2:8]2.CN(C)CC>CCCCCC.C(OCC)(=O)C>[OH:2][C:3]1[CH:4]=[CH:5][CH:6]=[C:7]2[C:12]=1[CH2:11][C@@H:10]([N:13]([CH2:21][CH2:22][CH3:23])[CH2:14][CH2:15][C:16]1[S:17][CH:18]=[CH:19][CH:20]=1)[CH2:9][CH2:8]2 |f:2.3|. Procedure details: Synthesis worked according to the preparation of A7-1 when using 76 mg (0.23 mmol) (S)—N-(8-methoxytetralin-2-yl)-N-propyl-N-[2-(2-thienyl)ethyl]amine ((S)-A5-1: R═OMe, Cy=2-thienyl). Flash chromatography was done using hexane/ethyl acetate 10/1 in the presence of 1% (v/v) of dimethylethylamine to achieve compound 1b.